This data is from the Open Reaction Database (ORD), a public repository of structured organic reaction records. The task is: describe an organic reaction: reactants, conditions, products, and yield Starting materials: [N+](=O)([O-])C1=CC(=C2N=C(C(=NC2=C1)OC)OC)CN[C@@H](C)P(OC)(OC)=O (dimethyl (R)-N-(7-nitro-2,3-dimethoxyquinoxalin-5-ylmethyl)-α-aminoethylphosphonate), C(C)I (ethyl iodide), CCN(C(C)C)C(C)C (Hunig's base). Solvent: C(C)#N (acetonitrile). Conditions: temperature 55 celsius, time 18 hour. Yields the product [N+](=O)([O-])C1=CC(=C2N=C(C(=NC2=C1)OC)OC)CN([C@@H](C)P(OC)(OC)=O)CC (Dimethyl (R)-N (7-nitro-2,3-dimethoxyquinoxalin-5-ylmethyl)-α-ethylaminoethylphosphonate). RXN SMILES: [N+:1]([C:4]1[CH:13]=[C:12]2[C:7]([N:8]=[C:9]([O:16][CH3:17])[C:10]([O:14][CH3:15])=[N:11]2)=[C:6]([CH2:18][NH:19][C@H:20]([P:22](=[O:27])([O:25][CH3:26])[O:23][CH3:24])[CH3:21])[CH:5]=1)([O-:3])=[O:2].[CH2:28](I)[CH3:29].CCN(C(C)C)C(C)C>C(#N)C>[N+:1]([C:4]1[CH:13]=[C:12]2[C:7]([N:8]=[C:9]([O:16][CH3:17])[C:10]([O:14][CH3:15])=[N:11]2)=[C:6]([CH2:18][N:19]([CH2:28][CH3:29])[C@H:20]([P:22](=[O:27])([O:23][CH3:24])[O:25][CH3:26])[CH3:21])[CH:5]=1)([O-:3])=[O:2]. Reported procedure: 3.4 g (8.5 mmol) of dimethyl (R)-N-(7-nitro-2,3-dimethoxyquinoxalin-5-ylmethyl)-α-aminoethylphosphonate, 8.9 ml (7.5 eq.) of ethyl iodide and 20.9 ml (14.5 eq.) of Hunig's base are mixed in 18 ml of acetonitrile and stirred at 55° C. for 18 hours. The reaction mixture is evaporated and slurried with ethyl acetate. The deposited solid is filtered off and washed with ethyl acetate. The title compound is obtained in the form of a yellow resin after evaporation of the filtrate and column chromatogra... Starting materials: COc1cc(N)ccc1C, O=Cc1ccccc1Cl. Product: COc1cc(N)c(C(=O)c2ccccc2Cl)cc1C. RXN SMILES: [CH3:10][O:11][c:12]1[cH:13][c:14]([NH2:15])[cH:16][cH:17][c:18]1[CH3:19].[Cl:1][c:2]1[c:3]([CH:4]=[O:5])[cH:6][cH:7][cH:8][cH:9]1>>[Cl:1][c:2]1[c:3]([C:4](=[O:5])[c:16]2[c:14]([NH2:15])[cH:13][c:12]([O:11][CH3:10])[c:18]([CH3:19])[cH:17]2)[cH:6][cH:7][cH:8][cH:9]1. The reactants are solution, COC1=NC(=NC(=C1)C)N (4-methoxy-6-methyl-2-pyrimidinamine), C1CN2CCN1CC2 (DABCO), CS(=O)(=O)C=1SC=CC1S(=O)(=O)N=C=O (2-methylsulfonyl-3-thiophenesulfonyl isocyanate). Solvent: C(Cl)Cl (methylene chloride), C(Cl)Cl (methylene chloride). Run at time 3 day. Yields the product COC1=NC(=NC(=C1)C)NC(=O)NS(=O)(=O)C1=C(SC=C1)S(=O)(=O)C (N-[(4-Methoxy-6-methylpyrimidin-2-yl)aminocarbonyl]-2-methylsulfonyl-3-thiophenesulfonamide). RXN SMILES: [CH3:1][S:2]([C:5]1[S:6][CH:7]=[CH:8][C:9]=1[S:10]([N:13]=[C:14]=[O:15])(=[O:12])=[O:11])(=[O:4])=[O:3].[CH3:16][O:17][C:18]1[CH:23]=[C:22]([CH3:24])[N:21]=[C:20]([NH2:25])[N:19]=1.C1N2CCN(CC2)C1>C(Cl)Cl>[CH3:16][O:17][C:18]1[CH:23]=[C:22]([CH3:24])[N:21]=[C:20]([NH:25][C:14]([NH:13][S:10]([C:9]2[CH:8]=[CH:7][S:6][C:5]=2[S:2]([CH3:1])(=[O:4])=[O:3])(=[O:11])=[O:12])=[O:15])[N:19]=1. Procedure: The crude 2-methylsulfonyl-3-thiophenesulfonyl isocyanate described above was dissolved in 100 ml of methylene chloride and 10 ml of this solution (0.3 g of crude isocyanate) was added to 200 mg of 4-methoxy-6-methyl-2-pyrimidinamine in methylene chloride containing a few crystals of DABCO. After stirring 3 days at room temperature, the precipitate was filtered and washed with ether to afford 250 mg of product, m.p. 204.5°-206° d. The IR spectrum showed a carbonyl absorption at 1680 cm-1 indicat...